describe an organic reaction: reactants, conditions, products, and yield From a dataset of the Open Reaction Database (ORD), a public repository of structured organic reaction records. The reactants are COC=1C=C(C=CC1OC)CC(C)=O (3,4-dimethoxyphenylacetone), C(#N)[BH3-].[Na+] (sodium cyanoborohydride), Cl (HCl). Solvent: CO (methanol). Run at time 67 hour. Yields the product COC=1C=C(C=CC1OC)CC(C)N (3-(3,4-Dimethoxyphenyl)-2-propylamine). The yield is 96.5%. Reaction SMILES: [CH3:1][O:2][C:3]1[CH:4]=[C:5]([CH2:11][C:12](=O)[CH3:13])[CH:6]=[CH:7][C:8]=1[O:9][CH3:10].C([BH3-])#[N:16].[Na+].Cl>CO>[CH3:1][O:2][C:3]1[CH:4]=[C:5]([CH2:11][CH:12]([NH2:16])[CH3:13])[CH:6]=[CH:7][C:8]=1[O:9][CH3:10] |f:1.2|. Reported procedure: A mixture of 3,4-dimethoxyphenylacetone (51.1 g, 0.26 m) is dissolved in methanol (780 ml), sodium cyanoborohydride (11.3 g, 0.18 m) is added and the mixture is stirred at room temperature for 67 hours. The reaction mixture is adjusted to pH 2 with concentrated HCl and the solvent is evaporated under reduced pressure. The residue is dissolved in H2O (250 ml), the aqueous layer is extracted with ether (3×) and then rendered alkaline with KOH and extracted with CH2Cl2 (3×). After drying, the solve... Reactants: CC(=O)N1C=CN(Cc2ccc(F)cc2)C(=O)C1, CCO, [H][H]. Product: CC(=O)N1CCN(Cc2ccc(F)cc2)C(=O)C1. As a reaction SMILES: [C:1]([CH3:2])(=[O:3])[N:4]1[CH2:5][C:6](=[O:18])[N:7]([CH2:10][c:11]2[cH:12][cH:13][c:14]([F:17])[cH:15][cH:16]2)[CH:8]=[CH:9]1.[CH3:21][CH2:22][OH:23].[H:19][H:20]>>[C:1]([CH3:2])(=[O:3])[N:4]1[CH2:5][C:6](=[O:18])[N:7]([CH2:10][c:11]2[cH:12][cH:13][c:14]([F:17])[cH:15][cH:16]2)[CH2:8][CH2:9]1.